Dataset: the Open Reaction Database (ORD), a public repository of structured organic reaction records. Task: describe an organic reaction: reactants, conditions, products, and yield Reactants: CO (methanol), C(C)(=O)O (acetic acid), FC1=CC=C(C=C1)C1=CC=C(S1)C=CC(=O)O (3-[5-(4-fluoro-phenyl)-thiophen-2-yl]-acrylic acid). The reagents and catalysts are [Pd] (palladium on carbon), [Pd] (palladium on carbon). The solvent is O1CCCC1 (tetrahydrofuran). Conditions: time 24 hour. Product: FC1=CC=C(C=C1)C1=CC=C(S1)CCC(=O)O (3-[5-(4-Fluoro-phenyl)-thiophen-2-yl]-propionic acid). Reaction SMILES: [F:1][C:2]1[CH:7]=[CH:6][C:5]([C:8]2[S:12][C:11]([CH:13]=[CH:14][C:15]([OH:17])=[O:16])=[CH:10][CH:9]=2)=[CH:4][CH:3]=1.CO.C(O)(=O)C>[Pd].O1CCCC1>[F:1][C:2]1[CH:3]=[CH:4][C:5]([C:8]2[S:12][C:11]([CH2:13][CH2:14][C:15]([OH:17])=[O:16])=[CH:10][CH:9]=2)=[CH:6][CH:7]=1. Reported procedure: 40 mg of 5% palladium on carbon were added to a solution of 500 mg (2.0 mmol) of 3-[5-(4-fluoro-phenyl)-thiophen-2-yl]-acrylic acid in 20 ml of tetrahydrofuran, and the reaction mixture was hydrogenated at atmospheric pressure and room temperature for 24 h. 10 ml of methanol and 40 mg of 5% palladium on carbon were added and the reaction mixture was hydrogenated at atmospheric pressure and room temperature for further 24 hours. 10 ml of acetic acid were added and the reaction mixture was hydroge... Reactants: FC1=C(C=C(C(=C1)O)F)C=1C=C2C=CC(=CC2=CC1)O (6-(2,5-difluoro-4-hydroxyphenyl)-2-naphthol), C1CC(=O)N(C1=O)Cl (NCS). The solvent is C1CCOC1 (THF). Product: ClC1=C(C=CC2=CC(=CC=C12)C1=C(C=C(C(=C1)F)O)F)O (1-Chloro-6-(2,5-difluoro-4-hydroxyphenyl)-2-naphthol), yellowish solid. The yield is 66.0%. RXN SMILES: [F:1][C:2]1[CH:7]=[C:6]([OH:8])[C:5]([F:9])=[CH:4][C:3]=1[C:10]1[CH:11]=[C:12]2[C:17](=[CH:18][CH:19]=1)[CH:16]=[C:15]([OH:20])[CH:14]=[CH:13]2.C1C(=O)N([Cl:28])C(=O)C1>C1COCC1>[Cl:28][C:16]1[C:17]2[C:12](=[CH:11][C:10]([C:3]3[CH:4]=[C:5]([F:9])[C:6]([OH:8])=[CH:7][C:2]=3[F:1])=[CH:19][CH:18]=2)[CH:13]=[CH:14][C:15]=1[OH:20]. Procedure details: The title compound was prepared by reacting 6-(2,5-difluoro-4-hydroxyphenyl)-2-naphthol (500 mg, 1.84 mmol) and NCS (295 mg, 2.21 mmol) in THF (37 mL) according to method C to yield 370 mg (66%) of yellowish solid: mp 203-204° C.; 1H NMR (DMSO-d6): δ 6.90 (1H, dd, J=11.90 Hz, J=7.50 Hz), 7.32 (1H, d, J=8.88 Hz), 7.49 (1H, dd, J=11.87 Hz, J=7.60 Hz), 7.72-7.76 (1H, m), 7.84 (1H, d, J=8.97 Hz), 8.03 (1H, s), 8.06 (1H, d, 8.87 Hz), 10.58 (2H, s); MS (ESI) m/z3051307 (M−H)−; HRMS calcd for C16H9ClF2... Reactants: C#CCCCOc1ccc(Oc2cccc(C=C3CCN(C(=O)OC(C)(C)C)CC3)c2)nc1, ClCCl, O=C(O)C(F)(F)F. The product is C#CCCCOc1ccc(Oc2cccc(C=C3CCNCC3)c2)nc1. RXN SMILES: [CH2:1]([CH2:2][CH2:3][C:4]#[CH:5])[O:6][c:7]1[cH:8][cH:9][c:10]([O:13][c:14]2[cH:15][c:16]([CH:17]=[C:18]3[CH2:19][CH2:20][N:21]([C:24]([O:25][C:26]([CH3:27])([CH3:28])[CH3:29])=[O:30])[CH2:22][CH2:23]3)[cH:31][cH:32][cH:33]2)[n:11][cH:12]1.[Cl:41][CH2:42][Cl:43].[F:34][C:35]([F:36])([F:37])[C:38]([OH:39])=[O:40]>>[CH2:1]([CH2:2][CH2:3][C:4]#[CH:5])[O:6][c:7]1[cH:8][cH:9][c:10]([O:13][c:14]2[cH:15][c:16]([CH:17]=[C:18]3[CH2:19][CH2:20][NH:21][CH2:22][CH2:23]3)[cH:31][cH:32][cH:33]2)[n:11][cH:12]1. The reactants are COc1cc2ncnc(Nc3cccc(Cl)c3F)c2cc1OC(C)=O, CO, Cl, N. Product: COc1cc2ncnc(Nc3cccc(Cl)c3F)c2cc1O. RXN SMILES: [C:2](=[O:3])([CH3:4])[O:5][c:6]1[cH:7][c:8]2[c:9]([NH:18][c:19]3[c:20]([F:26])[c:21]([Cl:25])[cH:22][cH:23][cH:24]3)[n:10][cH:11][n:12][c:13]2[cH:14][c:15]1[O:16][CH3:17].[CH3:28][OH:29].[ClH:1].[NH3:27]>>[OH:5][c:6]1[cH:7][c:8]2[c:9]([NH:18][c:19]3[c:20]([F:26])[c:21]([Cl:25])[cH:22][cH:23][cH:24]3)[n:10][cH:11][n:12][c:13]2[cH:14][c:15]1[O:16][CH3:17].